This data is from the Open Reaction Database (ORD), a public repository of structured organic reaction records. The task is: describe an organic reaction: reactants, conditions, products, and yield Reactants: CCC(=O)Oc1cc(C)c(OCCCCC(P(=O)(CC)CC)P(=O)(CC)CC)c(C)c1CCC(=O)N(Cc1ccccc1)C(Cc1ccccc1)C(=O)O, ClCCl, O=C(O)C(F)(F)F. Product: CCC(=O)Oc1cc(C)c(OCCCCC(P(=O)(CC)CC)P(=O)(CC)CC)c(C)c1CCC(=O)NC(Cc1ccccc1)C(=O)O. As a reaction SMILES: [CH2:1]([c:2]1[cH:3][cH:4][cH:5][cH:6][cH:7]1)[N:8]([CH:9]([CH2:10][c:11]1[cH:12][cH:13][cH:14][cH:15][cH:16]1)[C:17](=[O:18])[OH:19])[C:20]([CH2:21][CH2:22][c:23]1[c:24]([O:49][C:50]([CH2:51][CH3:52])=[O:53])[cH:25][c:26]([CH3:48])[c:27]([O:30][CH2:31][CH2:32][CH2:33][CH2:34][CH:35]([P:36](=[O:37])([CH2:38][CH3:39])[CH2:40][CH3:41])[P:42](=[O:43])([CH2:44][CH3:45])[CH2:46][CH3:47])[c:28]1[CH3:29])=[O:54].[Cl:62][CH2:63][Cl:64].[F:55][C:56]([F:57])([F:58])[C:59]([OH:60])=[O:61]>>[NH:8]([CH:9]([CH2:10][c:11]1[cH:12][cH:13][cH:14][cH:15][cH:16]1)[C:17](=[O:18])[OH:19])[C:20]([CH2:21][CH2:22][c:23]1[c:24]([O:49][C:50]([CH2:51][CH3:52])=[O:53])[cH:25][c:26]([CH3:48])[c:27]([O:30][CH2:31][CH2:32][CH2:33][CH2:34][CH:35]([P:36](=[O:37])([CH2:38][CH3:39])[CH2:40][CH3:41])[P:42](=[O:43])([CH2:44][CH3:45])[CH2:46][CH3:47])[c:28]1[CH3:29])=[O:54]. Starting materials: BrC1=CC=C(C=C1)C (4-bromotoluene), II (Iodine), [Mg] (magnesium), N1=C2C(=CC=C1)C(=O)OC2=O (2,3-pyridinedicarboxylic acid anhydride). Solvent: C1CCOC1 (THF), C1CCOC1 (THF), C1CCOC1 (THF). Reaction conditions: time 1 hour. The product is CC1=CC=C(C(=O)C=2C(=NC=CC2)C(=O)O)C=C1 (3-(4-methylbenzoyl)-2-pyridinecarboxylic acid), crystals. Reaction SMILES: II.[Mg].Br[C:5]1[CH:10]=[CH:9][C:8]([CH3:11])=[CH:7][CH:6]=1.[N:12]1[CH:17]=[CH:16][CH:15]=[C:14]2[C:18]([O:20][C:21](=[O:22])[C:13]=12)=[O:19]>C1COCC1>[CH3:11][C:8]1[CH:9]=[CH:10][C:5]([C:18]([C:14]2[C:13]([C:21]([OH:20])=[O:22])=[N:12][CH:17]=[CH:16][CH:15]=2)=[O:19])=[CH:6][CH:7]=1. Procedure: Iodine (catalytic amount) was added to a THF (30 ml) suspension of magnesium (2.4 g) in a nitrogen atmosphere at room temperature with stirring, and then a THF (20 ml) solution of 4-bromotoluene (17.1 g) was dropwise added thereto and stirred for 1 hour. The resulting mixture was added to a THF (50 ml) solution of 2,3-pyridinedicarboxylic acid anhydride (12.7 g) at 0°-5° C. with stirring, and this was stirred for additional 30 minutes as it was and then for 1 hour at room temperature. The solven... Yields the product S1C(=NC2=C1C=CC=C2)NC(N(CCC(C2=CC=CC=C2)C2=CC=CC=C2)C2CC(CC2)C(=O)O)=O (3-(3-(benzo[d]thiazol-2-yl)-1-(3,3-diphenylpropyl)ureido)cyclopentanecarboxylic acid). Reaction conditions: temperature 55 celsius, time 8 hour. RXN SMILES: [S:1]1[C:5]2[CH:6]=[CH:7][CH:8]=[CH:9][C:4]=2[N:3]=[C:2]1[NH:10][C:11](=[O:37])[N:12]([CH:28]1[CH2:32][CH2:31][CH:30]([C:33]([O:35]C)=[O:34])[CH2:29]1)[CH2:13][CH2:14][CH:15]([C:22]1[CH:27]=[CH:26][CH:25]=[CH:24][CH:23]=1)[C:16]1[CH:21]=[CH:20][CH:19]=[CH:18][CH:17]=1.O.[OH-].[Li+]>CO.O>[S:1]1[C:5]2[CH:6]=[CH:7][CH:8]=[CH:9][C:4]=2[N:3]=[C:2]1[NH:10][C:11](=[O:37])[N:12]([CH:28]1[CH2:32][CH2:31][CH:30]([C:33]([OH:35])=[O:34])[CH2:29]1)[CH2:13][CH2:14][CH:15]([C:16]1[CH:17]=[CH:18][CH:19]=[CH:20][CH:21]=1)[C:22]1[CH:27]=[CH:26][CH:25]=[CH:24][CH:23]=1 |f:1.2.3,4.5|. The reactants are S1C(=NC2=C1C=CC=C2)NC(N(CCC(C2=CC=CC=C2)C2=CC=CC=C2)C2CC(CC2)C(=O)OC)=O (methyl 3-(3-(benzo[d]thiazol-2-yl)-1-(3,3-diphenylpropyl)ureido)cyclopentanecarboxylate), O.[OH-].[Li+] (lithium hydroxide hydrate). Procedure details: To a solution of methyl 3-(3-(benzo[d]thiazol-2-yl)-1-(3,3-diphenylpropyl)ureido)cyclopentanecarboxylate 35 (308 mg, 600 μmol) in 10:1 MeOH/H2O (5.5 ml) was added lithium hydroxide hydrate (50.3 mg, 1199 μmol). The reaction mixture was stirred for overnight at 55° C. Volatiles were removed by concentration under reduced pressure. The leftover residue was solubilized with 60 mL of a 1:1 mixture of Water and Ethyl Acetate. An additional 2 mL of 2M KOH was added. The organic phase was separated and... Run in CO.O (MeOH H2O). Starting materials: C1CCOC1, COc1ccc(CC(=O)Cl)cc1OC, N#CCC#N. Yields the product COc1ccc(CC(O)=C(C#N)C#N)cc1OC. Reaction SMILES: [CH2:20]1[O:21][CH2:22][CH2:23][CH2:24]1.[CH3:6][O:7][c:8]1[cH:9][c:10]([CH2:16][C:17](=[O:18])[Cl:19])[cH:11][cH:12][c:13]1[O:14][CH3:15].[N:1]#[C:2][CH2:3][C:4]#[N:5]>>[N:1]#[C:2][C:3]([C:4]#[N:5])=[C:17]([CH2:16][c:10]1[cH:9][c:8]([O:7][CH3:6])[c:13]([O:14][CH3:15])[cH:12][cH:11]1)[OH:18].